From a dataset of the Open Reaction Database (ORD), a public repository of structured organic reaction records. describe an organic reaction: reactants, conditions, products, and yield Starting materials: C(=O)(OCC1=CC=CC=C1)NCC(CCC(=O)OC(C)C(=O)OCC1=CC=CC=C1)=O (1-(benzyloxycarbonyl)ethyl 5-(Cbz-amino)-4-oxopentanoate), [H][H] (hydrogen), Cl (hydrogen chloride), C(C)OCC (diethyl ether). The reagents and catalysts are [Pd] (palladium on activated carbon). Run in CC(C)O (2-propanol), O1CCOCC1 (dioxane). Product: Cl.NCC(CCC(=O)OC(C)C(=O)OC(C)C)=O (1-(isopropyl carboxy)ethyl 5-amino-4-oxopentanoate hydrochloride). Yield: 71.0%. Reaction SMILES: C([NH:11][CH2:12][C:13](=[O:31])[CH2:14][CH2:15][C:16]([O:18][CH:19]([C:21]([O:23][CH2:24][C:25]1C=CC=CC=1)=[O:22])[CH3:20])=[O:17])(OCC1C=CC=CC=1)=O.[H][H].[ClH:34].[CH2:35](OCC)C>[Pd].CC(O)C.O1CCOCC1>[ClH:34].[NH2:11][CH2:12][C:13](=[O:31])[CH2:14][CH2:15][C:16]([O:18][CH:19]([C:21]([O:23][CH:24]([CH3:25])[CH3:35])=[O:22])[CH3:20])=[O:17] |f:7.8|. Procedure: A stirred mixture of the product of 2b (4.92 g; 11.5 mmol), 10% palladium on activated carbon (100 mg), hydrogen gas and 2.0 M hydrogen chloride in diethyl ether (10 mL; 20 mmol) in 2-propanol (15 mL) and dioxane (15 mL) was hydrogenated at ca. 6 bar for 2 days at ambient temperature. The mixture was filtered through a Celite® 545 pad and the residue was washed with 2-propanol (2×5 mL). The combined filtrates were evaporated and the resulting oil was triturated with diethyl ether (4×10 mL), then... The reactants are O[C@@H]1C[C@H](N(C1)C(=O)OCC1=CC=C(C=C1)[N+](=O)[O-])CN1C(NC(C1)C)=O ((2S,4R)-4-hydroxy-2-(4-methyl-2-oxoimidazolidin-1-yl)methyl-1-(4-nitrobenzyloxycarbonyl)-pyrrolidine), N1=CC=CC=C1 (pyridine), CS(=O)(=O)Cl (methanesulfonyl chloride). The reagents and catalysts are CN(C)C1=CC=NC=C1 (4-(N,N-dimethylamino)pyridine). Run in ClCCl (dichloromethane). Run at time 3 hour. The product is CS(=O)(=O)O[C@@H]1C[C@H](N(C1)C(=O)OCC1=CC=C(C=C1)[N+](=O)[O-])CN1C(NC(C1)C)=O ((2S,4R)-4-methanesulfonyloxy-2-(4-methyl-2-oxoimidazolidin-1-yl)methyl-1-(4-nitrobenzyloxycarbonyl)pyrrolidine). As a reaction SMILES: [OH:1][C@H:2]1[CH2:6][N:5]([C:7]([O:9][CH2:10][C:11]2[CH:16]=[CH:15][C:14]([N+:17]([O-:19])=[O:18])=[CH:13][CH:12]=2)=[O:8])[C@H:4]([CH2:20][N:21]2[CH2:25][CH:24]([CH3:26])[NH:23][C:22]2=[O:27])[CH2:3]1.N1C=CC=CC=1.[CH3:34][S:35](Cl)(=[O:37])=[O:36]>ClCCl.CN(C1C=CN=CC=1)C>[CH3:34][S:35]([O:1][C@H:2]1[CH2:6][N:5]([C:7]([O:9][CH2:10][C:11]2[CH:12]=[CH:13][C:14]([N+:17]([O-:19])=[O:18])=[CH:15][CH:16]=2)=[O:8])[C@H:4]([CH2:20][N:21]2[CH2:25][CH:24]([CH3:26])[NH:23][C:22]2=[O:27])[CH2:3]1)(=[O:37])=[O:36]. Reported procedure: To a solution of (2S,4R)-4-hydroxy-2-(4-methyl-2-oxoimidazolidin-1-yl)methyl-1-(4-nitrobenzyloxycarbonyl)-pyrrolidine (4.30 g) in dichloromethane (50 ml) were added successively pyridine (1.1 ml), 4-(N,N-dimethylamino)pyridine (1.39 g) and methanesulfonyl chloride (0.97 ml) under ice-cooling and the mixture was stirred at ambient temperature for 3 hours. The reaction mixture was washed successively with 1N hydrochloric acid, aqueous sodium hydrogen carbonate and aqueous sodium chloride, dried ov...